Task: describe an organic reaction: reactants, conditions, products, and yield. Dataset: the Open Reaction Database (ORD), a public repository of structured organic reaction records Starting materials: FC=1C=C(C(=C(C1)N)[N+](=O)[O-])C (5-Fluoro-3-methyl-2-nitro-phenylamine), CC(C)(C)OC(=O)NC1CCNCC1 (4-N-BOC-aminopiperidine), C(=O)(O)[O-].[Na+] (NaHCO3). Run in CS(=O)C (DMSO). Run at temperature 85 celsius, time 3 hour. Yields the product C(C)(C)(C)OC(NC1CCN(CC1)C1=CC(=C(C(=C1)C)[N+](=O)[O-])N)=O ([1-(3-Amino-5-methyl-4-nitro-phenyl)-piperidin-4-yl]-carbamic acid tert-butyl ester). Reaction SMILES: F[C:2]1[CH:3]=[C:4]([CH3:12])[C:5]([N+:9]([O-:11])=[O:10])=[C:6]([NH2:8])[CH:7]=1.[CH3:13][C:14]([O:17][C:18]([NH:20][CH:21]1[CH2:26][CH2:25][NH:24][CH2:23][CH2:22]1)=[O:19])([CH3:16])[CH3:15].C([O-])(O)=O.[Na+]>CS(C)=O>[C:14]([O:17][C:18](=[O:19])[NH:20][CH:21]1[CH2:26][CH2:25][N:24]([C:2]2[CH:3]=[C:4]([CH3:12])[C:5]([N+:9]([O-:11])=[O:10])=[C:6]([NH2:8])[CH:7]=2)[CH2:23][CH2:22]1)([CH3:16])([CH3:13])[CH3:15] |f:2.3|. Reported procedure: 5-Fluoro-3-methyl-2-nitro-phenylamine (0.97 g, 5.7 mmol), 4-N-BOC-aminopiperidine (1.60 g, 8.0 mmol), diusopropylethylamine (2.5 ml, 14 mmol) and DMSO (10 ml) are combined and stirred at 85° C. for 3 hours. The reaction mixture was poured on saturated aqueous NaHCO3 solution and extracted with ethyl acetate. The organic layers were washed with water (3×) and brine, dried over Na2SO4 and concentrated. Flash column chromatography on silica (eluent hexanes-ethyl acetate-triethylamine 50-50-1, then ... The reactants are CC(C)(C)OC(=O)Nc1ncc(CO)s1, C1CCOC1, ClCCl, O=[Cr](=O)([O-])O[Cr](=O)(=O)[O-], c1cc[nH+]cc1, c1cc[nH+]cc1. Product: CC(C)(C)OC(=O)Nc1ncc(C=O)s1. RXN SMILES: [C:1]([CH3:2])([CH3:3])([CH3:4])[O:5][C:6]([NH:7][c:8]1[s:9][c:10]([CH2:13][OH:14])[cH:11][n:12]1)=[O:15].[CH2:37]1[O:38][CH2:39][CH2:40][CH2:41]1.[Cl:42][CH2:43][Cl:44].[Cr:16]([O:17][Cr:18]([O-:19])(=[O:20])=[O:21])([O-:22])(=[O:23])=[O:24].[nH+:25]1[cH:26][cH:27][cH:28][cH:29][cH:30]1.[nH+:31]1[cH:32][cH:33][cH:34][cH:35][cH:36]1>>[C:1]([CH3:2])([CH3:3])([CH3:4])[O:5][C:6]([NH:7][c:8]1[s:9][c:10]([CH:13]=[O:14])[cH:11][n:12]1)=[O:15]. Reactants: O (Water), ClC1=C(C(=NC=C1F)C(C(=O)N)C1CC1)C (2-(4-Chloro-5-fluoro-3-methylpyridin-2-yl)-2-cyclopropylacetamide), ClC(Cl)(OC(OC(Cl)(Cl)Cl)=O)Cl (triphosgene), CC(C)([O-])C.[K+] (potassium tert-butoxide). The solvent is ClCCl (dichloromethane). Run at temperature -50 celsius, time 30 minute. The product is ClC1=C(C=2N(C(NC(C2C2CC2)=O)=O)C=C1F)C (6-Chloro-4-cyclopropyl-7-fluoro-5-methyl-pyrido[1,2-c]pyrimidine-1,3-dione). Isolated yield 67.7%. Reaction SMILES: [Cl:1][C:2]1[C:7]([F:8])=[CH:6][N:5]=[C:4]([CH:9]([CH:13]2[CH2:15][CH2:14]2)[C:10]([NH2:12])=[O:11])[C:3]=1[CH3:16].Cl[C:18](Cl)([O:20]C(=O)OC(Cl)(Cl)Cl)Cl.CC(C)([O-])C.[K+].O>ClCCl>[Cl:1][C:2]1[C:7]([F:8])=[CH:6][N:5]2[C:18](=[O:20])[NH:12][C:10](=[O:11])[C:9]([CH:13]3[CH2:15][CH2:14]3)=[C:4]2[C:3]=1[CH3:16] |f:2.3|. Procedure: To a −60° C. solution of 2-(4-chloro-5-fluoro-3-methylpyridin-2-yl)-2-cyclopropylacetamide (2.7 g, 11.0 mmol (Example 1)) and triphosgene (7.2 g, 24.0 mmol) in dichloromethane (250 mL) was added portionwise potassium tert-butoxide (4.5 g, 40.0 mmol). After the addition was complete, the mixture was stirred at −50° C. for 30 minutes. Water was then added at this temperature. The organic layer was separated, washed with brine (3×), dried over sodium sulfate, filtered, and evaporated. The residue w... Starting materials: C(C)(C)C=1C(NC(NC1C(C1=CC(=CC(=C1)C)C)=O)=O)=O (5-Isopropyl-6-(3,5-dimethylbenzoyl)-2,4-pyrimidinedione), CC=1C=C(CBr)C=C(C1)C (3,5-dimethylbenzyl bromide). Yields the product CC=1C=C(CN2C(NC(C(=C2C(C2=CC(=CC(=C2)C)C)=O)C(C)C)=O)=O)C=C(C1)C (1-(3,5-Dimethylbenzyl)-5-isopropyl-6-(3,5-dimethylbenzoyl)-2,4-pyrimidinedione). Yield: 79.5%. As a reaction SMILES: [CH:1]([C:4]1[C:5](=[O:21])[NH:6][C:7](=[O:20])[NH:8][C:9]=1[C:10](=[O:19])[C:11]1[CH:16]=[C:15]([CH3:17])[CH:14]=[C:13]([CH3:18])[CH:12]=1)([CH3:3])[CH3:2].[CH3:22][C:23]1[CH:24]=[C:25]([CH:28]=[C:29]([CH3:31])[CH:30]=1)[CH2:26]Br>>[CH3:22][C:23]1[CH:30]=[C:29]([CH:28]=[C:25]([CH3:26])[CH:24]=1)[CH2:31][N:8]1[C:9]([C:10](=[O:19])[C:11]2[CH:12]=[C:13]([CH3:18])[CH:14]=[C:15]([CH3:17])[CH:16]=2)=[C:4]([CH:1]([CH3:3])[CH3:2])[C:5](=[O:21])[NH:6][C:7]1=[O:20]. Reported procedure: 5-Isopropyl-6-(3,5-dimethylbenzoyl)-2,4-pyrimidinedione and 3,5-dimethylbenzyl bromide were reacted by the same way with the example 1 to obtain the titled compound (322 mg, yield: 79.5%). Starting materials: Fc1ccc(-c2ncoc2-c2ccc3nc(Br)sc3c2)cc1, C1CCOC1, NCCN1CCOCC1. The product is Fc1ccc(-c2ncoc2-c2ccc3nc(NCCN4CCOCC4)sc3c2)cc1. Reaction SMILES: [Br:1][c:2]1[s:3][c:4]2[c:5]([n:6]1)[cH:7][cH:8][c:9](-[c:11]1[c:12](-[c:16]3[cH:17][cH:18][c:19]([F:22])[cH:20][cH:21]3)[n:13][cH:14][o:15]1)[cH:10]2.[CH2:32]1[O:33][CH2:34][CH2:35][CH2:36]1.[NH2:23][CH2:24][CH2:25][N:26]1[CH2:27][CH2:28][O:29][CH2:30][CH2:31]1>>[c:2]1([NH:23][CH2:24][CH2:25][N:26]2[CH2:27][CH2:28][O:29][CH2:30][CH2:31]2)[s:3][c:4]2[c:5]([n:6]1)[cH:7][cH:8][c:9](-[c:11]1[c:12](-[c:16]3[cH:17][cH:18][c:19]([F:22])[cH:20][cH:21]3)[n:13][cH:14][o:15]1)[cH:10]2. The reactants are C1=CC=C(C=C1)C2=CC=CC=C2.C1=CC=C(C=C1)OC2=CC=CC=C2 (Dowtherm), ClC1=CC=C(C=N1)NC=C(C(=O)OCC)S(=O)(=O)C (ethyl 3-(6-chloropyridin-3-ylamino)-2-(methylsulfonyl)acrylate). Run at time 37.5 minute. The product is ClC=1N=C2C(=C(C=NC2=CC1)S(=O)(=O)C)O (6-chloro-3-(methylsulfonyl)-1,5-naphthyridin-4-ol). Reaction SMILES: C1C=CC(C2C=CC=CC=2)=CC=1.C1C=CC(OC2C=CC=CC=2)=CC=1.[Cl:26][C:27]1[N:32]=[CH:31][C:30]([NH:33][CH:34]=[C:35]([S:41]([CH3:44])(=[O:43])=[O:42])[C:36]([O:38]CC)=O)=[CH:29][CH:28]=1>>[Cl:26][C:27]1[N:32]=[C:31]2[C:30](=[CH:29][CH:28]=1)[N:33]=[CH:34][C:35]([S:41]([CH3:44])(=[O:42])=[O:43])=[C:36]2[OH:38] |f:0.1|. Procedure: To a flask containing Dowtherm™ A (500 mL) at 250° C. was added ethyl 3-(6-chloropyridin-3-ylamino)-2-(methylsulfonyl)acrylate (8.2 g, 30 mmol) portion wise over 3 to 5 min and the reaction mixture was stirred for an additional 30 to 45 min. The reaction mixture was removed from the heat source, cooled to room temperature and diluted with hexanes to facilitate precipitation. The solids were collected by filtration, filtered, washed with hexanes and dried under vacuum to afford the intermediate 6... The reactants are C1N2CN3CN1CN(C2)C3, CCO, CC(=O)O, BrC(Br)c1cccc(Oc2ccccc2)c1, ClCc1cccc(Oc2ccccc2)c1. Reaction SMILES: [CH2:32]1[N:33]2[CH2:34][N:35]3[CH2:36][N:37]([CH2:38]2)[CH2:39][N:40]1[CH2:41]3.[CH3:42][CH2:43][OH:44].[CH3:45][C:46](=[O:47])[OH:48].[O:16]([c:17]1[cH:18][c:19]([CH:23]([Br:24])[Br:25])[cH:20][cH:21][cH:22]1)[c:26]1[cH:27][cH:28][cH:29][cH:30][cH:31]1.[O:1]([c:2]1[cH:3][cH:4][cH:5][cH:6][cH:7]1)[c:8]1[cH:9][c:10]([CH2:11][Cl:12])[cH:13][cH:14][cH:15]1>>[ClH:12].[O:1]([c:2]1[cH:3][cH:4][cH:5][cH:6][cH:7]1)[c:8]1[cH:9][c:10]([CH:11]=[O:16])[cH:13][cH:14][cH:15]1. Yields the product Cl, O=Cc1cccc(Oc2ccccc2)c1.